From a dataset of the Open Reaction Database (ORD), a public repository of structured organic reaction records. describe an organic reaction: reactants, conditions, products, and yield The reactants are CCCc1n[nH]c2ccc(Br)cc12, [Li]C(C)(C)C, O=C=O, CCOCC, CCCCC. Product: CCCc1n[nH]c2ccc(C(=O)O)cc12. Reaction SMILES: [Br:1][c:2]1[cH:3][c:4]2[c:5]([CH2:11][CH2:12][CH3:13])[n:6][nH:7][c:8]2[cH:9][cH:10]1.[C:14]([Li:15])([CH3:16])([CH3:17])[CH3:18].[C:19](=[O:20])=[O:21].[CH3:22][CH2:23][O:24][CH2:25][CH3:26].[CH3:27][CH2:28][CH2:29][CH2:30][CH3:31]>>[c:2]1([C:19](=[O:20])[OH:21])[cH:3][c:4]2[c:5]([CH2:11][CH2:12][CH3:13])[n:6][nH:7][c:8]2[cH:9][cH:10]1. Reactants: Cl (hydrochloride), C1CCCC2=CC(=CC=C12)C(CN1CCC(CC1)NC(C1=CC=CC=C1)=O)=O (1-[2-(1,2,3,4-Tetrahydro-6-napthyl)-2-oxoethyl]-4-benzamidopiperidine), [BH4-].[Na+] (sodium borohydride). Yields the product C1CCCC2=CC(=CC=C12)C(CN1CCC(CC1)NC(C1=CC=CC=C1)=O)O (1-[2-(1,2,3,4-Tetrahydro-6-naphthyl)-2-hydroxyethyl]-4-benzamido-piperidine). Reaction SMILES: Cl.[CH2:2]1[C:11]2[C:6](=[CH:7][C:8]([C:12](=[O:29])[CH2:13][N:14]3[CH2:19][CH2:18][CH:17]([NH:20][C:21](=[O:28])[C:22]4[CH:27]=[CH:26][CH:25]=[CH:24][CH:23]=4)[CH2:16][CH2:15]3)=[CH:9][CH:10]=2)[CH2:5][CH2:4][CH2:3]1.[BH4-].[Na+]>>[CH2:2]1[C:11]2[C:6](=[CH:7][C:8]([CH:12]([OH:29])[CH2:13][N:14]3[CH2:19][CH2:18][CH:17]([NH:20][C:21](=[O:28])[C:22]4[CH:23]=[CH:24][CH:25]=[CH:26][CH:27]=4)[CH2:16][CH2:15]3)=[CH:9][CH:10]=2)[CH2:5][CH2:4][CH2:3]1 |f:2.3|. Reported procedure: The title compound as its hydrochloride, m.p. 253° C. (decomp.), was prepared by reduction of the free base of the compound obtained in Example 56 using sodium borohydride. The procedure is that described in Example 53. (Found: C, 69.7; H, 7.5; N, 6.6. C24H30N2O2.HCl requires C, 69.5; H, 7.5; N, 6.75%). The reactants are COC=1C=C(C=O)C=CC1OC (3,4-dimethoxybenzaldehyde), [O-]S(=O)(=O)[O-].[Mg+2] (MgSO4), C(Cl)Cl (CH2Cl2), NCC(=O)OCC.Cl (H2NCH2COOEt.HCl). Solvent: CCN(CC)CC (Et3N). Reaction conditions: temperature 20 celsius. Product: C(=O)(OCC)CN=CC1=CC(=C(C=C1)OC)OC (1-(carboethoxy)methyliminomethyl-3,4-dimethoxybenzene). As a reaction SMILES: [CH3:1][O:2][C:3]1[CH:4]=[C:5]([CH:8]=[CH:9][C:10]=1[O:11][CH3:12])[CH:6]=O.C(Cl)Cl.[NH2:16][CH2:17][C:18]([O:20][CH2:21][CH3:22])=[O:19].Cl.[O-]S([O-])(=O)=O.[Mg+2]>CCN(CC)CC>[C:18]([CH2:17][N:16]=[CH:6][C:5]1[CH:8]=[CH:9][C:10]([O:11][CH3:12])=[C:3]([O:2][CH3:1])[CH:4]=1)([O:20][CH2:21][CH3:22])=[O:19] |f:2.3,4.5|. Procedure details: Alternatively, one may prepare compounds of the invention via the procedures of Scheme IV. In the first step, a benzaldehyde derivative is treated with ethyl glycinate hydrochloride in CH2Cl2, Et3N, and MgSO4 at room temperature to produce an imine ester of formula 24 (step 1). For example, 3,4-dimethoxybenzaldehyde is suspended in a CH2Cl2 solution of H2NCH2COOEt.HCl, Et3N and MgSO4 and stirred at 20° C. to produce 1-(carboethoxy)methyliminomethyl-3,4-dimethoxybenzene (24). Reactants: C(C1=CC=CC=C1)OC1=CC=C(C=C1)C1(C(CCCC1)=O)C1=C(C=CC=C1)F (2-(4-(Benzyloxy)phenyl)-2-(2-fluorophenyl)cyclohexanone), FC1=C(C=CC=C1)C1(C(CCCCC1)=O)C1=CC=C(C=C1)O (2-(2-Fluorophenyl)-2-(4-hydroxyphenyl)cycloheptanone). Product: FC1=C(C=CC=C1)C1(C(CCCC1)=O)C1=CC=C(C=C1)O (2-(2-Fluorophenyl)-2-(4-hydroxyphenyl)cyclohexanone). RXN SMILES: C([O:8][C:9]1[CH:14]=[CH:13][C:12]([C:15]2([C:22]3[CH:27]=[CH:26][CH:25]=[CH:24][C:23]=3[F:28])[CH2:20][CH2:19][CH2:18][CH2:17][C:16]2=[O:21])=[CH:11][CH:10]=1)C1C=CC=CC=1.FC1C=CC=CC=1C1(C2C=CC(O)=CC=2)CCCCCC1=O>>[F:28][C:23]1[CH:24]=[CH:25][CH:26]=[CH:27][C:22]=1[C:15]1([C:12]2[CH:11]=[CH:10][C:9]([OH:8])=[CH:14][CH:13]=2)[CH2:20][CH2:19][CH2:18][CH2:17][C:16]1=[O:21]. Procedure: The title compound 21 was synthesized from compound 19 (5 mg) using the procedure described for the synthesis of compound 20. Yield: 3 mg. 1H-NMR (400 MHz, CDCl3): δ ppm 7.16-7.06 (m, 3H), 6.97 (ddd, J=11.76, 8.14, 1.28 Hz, 1H), 6.90-6.73 (m, 3H), 6.31 (dt, J=7.87, 7.86, 1.74 Hz, 1H), 4.92 (s, 1H), 2.69-2.40 (m, 2H), 2.41-2.23 (m, 2H), 1.95-1.82 (m, 2H), 1.83-1.69 (m, 2H).